Dataset: the Open Reaction Database (ORD), a public repository of structured organic reaction records. Task: describe an organic reaction: reactants, conditions, products, and yield Starting materials: Br, O=C1Cc2ccccc2CO1, O. Product: O=C(O)Cc1ccccc1CBr. RXN SMILES: [BrH:12].[CH2:1]1[O:2][C:3](=[O:11])[CH2:4][c:5]2[cH:6][cH:7][cH:8][cH:9][c:10]21.[OH2:13]>>[CH2:1]([c:10]1[c:5]([CH2:4][C:3]([OH:2])=[O:11])[cH:6][cH:7][cH:8][cH:9]1)[Br:12]. Starting materials: CC#N, Cl, O=N[O-], N#Cc1ccc(N)cc1, [Na+], O, CC(=O)c1ccco1. The product is CC(=O)c1ccc(-c2ccc(C#N)cc2)o1. Reaction SMILES: [CH3:24][C:25]#[N:26].[ClH:10].[N:11]([O-:12])=[O:13].[NH2:1][c:2]1[cH:3][cH:4][c:5]([C:6]#[N:7])[cH:8][cH:9]1.[Na+:14].[OH2:23].[o:15]1[c:16]([C:20](=[O:21])[CH3:22])[cH:17][cH:18][cH:19]1>>[c:2]1(-[c:19]2[o:15][c:16]([C:20](=[O:21])[CH3:22])[cH:17][cH:18]2)[cH:3][cH:4][c:5]([C:6]#[N:7])[cH:8][cH:9]1. Product: CCCCOC(C(=O)NC1CCN(Cc2ccc(OC)cc2)CC1)(c1ccccc1)C(C)C. Starting materials: O=C([O-])[O-], COc1ccc(CCl)cc1, [K+], [K+], CCCCOC(C(=O)NC1CCNCC1)(c1ccccc1)C(C)C, C1COCCO1, O. As a reaction SMILES: [C:25](=[O:26])([O-:27])[O-:28].[CH3:31][O:32][c:33]1[cH:34][cH:35][c:36]([CH2:37][Cl:38])[cH:39][cH:40]1.[K+:29].[K+:30].[NH:1]1[CH2:2][CH2:3][CH:4]([NH:7][C:8]([C:9]([CH:10]([CH3:11])[CH3:12])([c:13]2[cH:14][cH:15][cH:16][cH:17][cH:18]2)[O:19][CH2:20][CH2:21][CH2:22][CH3:23])=[O:24])[CH2:5][CH2:6]1.[O:41]1[CH2:42][CH2:43][O:44][CH2:45][CH2:46]1.[OH2:47]>>[N:1]1([CH2:37][c:36]2[cH:35][cH:34][c:33]([O:32][CH3:31])[cH:40][cH:39]2)[CH2:2][CH2:3][CH:4]([NH:7][C:8]([C:9]([CH:10]([CH3:11])[CH3:12])([c:13]2[cH:14][cH:15][cH:16][cH:17][cH:18]2)[O:19][CH2:20][CH2:21][CH2:22][CH3:23])=[O:24])[CH2:5][CH2:6]1. Reactants: COC([C@H](C)OC=1C=C(CN2C(=C(C3=CC(=CC=C23)C(=O)OCC=C)C)C)C=CC1)=O ((S)-allyl 1-(3-((1-methoxy-1-oxopropan-2-yl)oxy)benzyl)-2,3-dimethyl-1H-indole-5-carboxylate), N1CCOCC1 (morpholine), crude mixture. Reagents/catalysts: C=1C=CC(=CC1)[P](C=2C=CC=CC2)(C=3C=CC=CC3)[Pd]([P](C=4C=CC=CC4)(C=5C=CC=CC5)C=6C=CC=CC6)([P](C=7C=CC=CC7)(C=8C=CC=CC8)C=9C=CC=CC9)[P](C=1C=CC=CC1)(C=1C=CC=CC1)C=1C=CC=CC1 (Pd(PPh3)4). The solvent is C1CCOC1 (THF), CCOC(=O)C (AcOEt). Run at time 16 hour. Product: COC([C@H](C)OC=1C=C(CN2C(=C(C3=CC(=CC=C23)C(=O)O)C)C)C=CC1)=O ((S)-1-(3-((1-methoxy-1-oxopropan-2-yl)oxy)benzyl)-2,3-dimethyl-1H-indole-5-carboxylic acid). RXN SMILES: [CH3:1][O:2][C:3](=[O:31])[C@@H:4]([O:6][C:7]1[CH:8]=[C:9]([CH:28]=[CH:29][CH:30]=1)[CH2:10][N:11]1[C:19]2[C:14](=[CH:15][C:16]([C:20]([O:22]CC=C)=[O:21])=[CH:17][CH:18]=2)[C:13]([CH3:26])=[C:12]1[CH3:27])[CH3:5].N1CCOCC1>C1COCC1.CCOC(C)=O.C1C=CC([P]([Pd]([P](C2C=CC=CC=2)(C2C=CC=CC=2)C2C=CC=CC=2)([P](C2C=CC=CC=2)(C2C=CC=CC=2)C2C=CC=CC=2)[P](C2C=CC=CC=2)(C2C=CC=CC=2)C2C=CC=CC=2)(C2C=CC=CC=2)C2C=CC=CC=2)=CC=1>[CH3:1][O:2][C:3](=[O:31])[C@@H:4]([O:6][C:7]1[CH:8]=[C:9]([CH:28]=[CH:29][CH:30]=1)[CH2:10][N:11]1[C:19]2[C:14](=[CH:15][C:16]([C:20]([OH:22])=[O:21])=[CH:17][CH:18]=2)[C:13]([CH3:26])=[C:12]1[CH3:27])[CH3:5] |^1:52,54,73,92|. Procedure details: A mixture of (S)-allyl 1-(3-((1-methoxy-1-oxopropan-2-yl)oxy)benzyl)-2,3-dimethyl-1H-indole-5-carboxylate (1.0 g, 2.37 mmol, 1 equiv), Pd(PPh3)4 (277 mg, 0.24 mmol, 0.1 equiv), and morpholine (2 mL, 23.7 mmol, 10 equiv) in anhydrous THF (30 mL) was stirred at room temperature under argon atmosphere for 16 h. The completion of the reaction was monitored by anal. HPLC. The crude mixture was dissolved in AcOEt (100 mL) and washed with a 0.5N HCl aqueous solution (×2) and brine, then dried over Na2S... Reactants: C(CC(O)(C(=O)O)CC(=O)O)(=O)O (citric acid), aq. solution, O[Li].O (LiOH.H2O), [Si](C)(C)(C(C)(C)C)O[C@@H]1C[C@@H](N(C1)C1=CC=2N(C=C1)N=CC2C(=O)OCC)C2=C(C=CC(=C2)F)F (ethyl 5-((2R,4R)-4-((tert-butyldimethylsilyl)oxy)-2-(2,5-difluorophenyl)pyrrolidin-1-yl)pyrazolo[1,5-a]pyridine-3-carboxylate). The solvent is CCO (EtOH), O (water). Conditions: time 8 hour. Yields the product FC1=C(C=C(C=C1)F)[C@@H]1N(C[C@@H](C1)O)C1=CC=2N(C=C1)N=CC2C(=O)O (5-((2R,4R)-2-(2,5-difluorophenyl)-4-hydroxypyrrolidin-1-yl)pyrazolo[1,5-a]pyridine-3-carboxylic acid). Reaction SMILES: O[Li].O.[Si]([O:11][C@H:12]1[CH2:16][N:15]([C:17]2[CH:22]=[CH:21][N:20]3[N:23]=[CH:24][C:25]([C:26]([O:28]CC)=[O:27])=[C:19]3[CH:18]=2)[C@@H:14]([C:31]2[CH:36]=[C:35]([F:37])[CH:34]=[CH:33][C:32]=2[F:38])[CH2:13]1)(C(C)(C)C)(C)C.C(O)(=O)CC(CC(O)=O)(C(O)=O)O>CCO.O>[F:38][C:32]1[CH:33]=[CH:34][C:35]([F:37])=[CH:36][C:31]=1[C@H:14]1[CH2:13][C@@H:12]([OH:11])[CH2:16][N:15]1[C:17]1[CH:22]=[CH:21][N:20]2[N:23]=[CH:24][C:25]([C:26]([OH:28])=[O:27])=[C:19]2[CH:18]=1 |f:0.1|. Procedure: 1M aq. solution of LiOH.H2O (0.4 mL) was added to a stirred solution of ethyl 5-((2R,4R)-4-((tert-butyldimethylsilyl)oxy)-2-(2,5-difluorophenyl)pyrrolidin-1-yl)pyrazolo[1,5-a]pyridine-3-carboxylate (Isomer-I) (Int-60) (0.07 g, 0.14 mmol) in EtOH (5 mL) and the stirring was continued at 90° C. for 8 h. The reaction mixture was concentrated under reduced pressure to afford the crude product. The crude product thus obtained was diluted with cold water, acidified with citric acid solution, filtered ... Reactants: CCOC(C)=O, CN(C)C=O, Cc1ccc(CCl)cn1, [N-]=[N+]=[N-], [Na+], [Na+], O=C([O-])O. Yields the product Cc1ccc(CN=[N+]=[N-])cn1. RXN SMILES: [CH3:19][CH2:20][O:21][C:22](=[O:23])[CH3:24].[CH3:25][N:26]([CH3:27])[CH:28]=[O:29].[Cl:5][CH2:6][c:7]1[cH:8][cH:9][c:10]([CH3:13])[n:11][cH:12]1.[N-:1]=[N+:2]=[N-:3].[Na+:14].[Na+:4].[OH:15][C:16](=[O:17])[O-:18]>>[N:1](=[N+:2]=[N-:3])[CH2:6][c:7]1[cH:8][cH:9][c:10]([CH3:13])[n:11][cH:12]1. Reactants: CC(C)[Mg+], CON(C)C(=O)c1oc(C)nc1C, [Cl-]. The product is Cc1nc(C)c(C(=O)C(C)C)o1. RXN SMILES: [CH3:15][CH:16]([CH3:17])[Mg+:18].[CH3:1][O:2][N:3]([C:4](=[O:5])[c:6]1[c:7]([CH3:12])[n:8][c:9]([CH3:11])[o:10]1)[CH3:13].[Cl-:14]>>[C:4](=[O:5])([c:6]1[c:7]([CH3:12])[n:8][c:9]([CH3:11])[o:10]1)[CH:16]([CH3:15])[CH3:17]. Starting materials: C(C1=CC=CC=C1)OC1=C(C=CC(=C1)I)N1CC(NS1(=O)=O)=O (5-(2-benzyloxy-4-iodophenyl)-1,1-dioxo-1,2,5-thiadiazolidin-3-one), CC1(OB(OC1(C)C)C1=COC2=C1C=CC=C2)C (3-(4,4,5,5-tetramethyl-[1,3,2]dioxaborolan-2-yl)-benzofuran), C(=O)([O-])[O-].[Cs+].[Cs+] (Cs2CO3). The reagents and catalysts are C=1C=CC(=CC1)[P](C=2C=CC=CC2)(C=3C=CC=CC3)[Pd]([P](C=4C=CC=CC4)(C=5C=CC=CC5)C=6C=CC=CC6)([P](C=7C=CC=CC7)(C=8C=CC=CC8)C=9C=CC=CC9)[P](C=1C=CC=CC1)(C=1C=CC=CC1)C=1C=CC=CC1 (Pd(PPh3)4). The solvent is CCOC(=O)C (EtOAc), CN(C)C=O (DMF). Reaction conditions: temperature 80 celsius, time 7 hour. The product is O1C=C(C=C2C1=CC=C2)C=2C(=C(C=CC2)N2CC(NS2(=O)=O)=O)OCC2=CC=CC=C2 (5-(4-Benzofuran-3-yl-2-benzyloxyphenyl)-1,1-dioxo-1,2,5-thiadiazolidin-3-one). As a reaction SMILES: [CH2:1]([O:8][C:9]1[CH:14]=[C:13](I)[CH:12]=[CH:11][C:10]=1[N:16]1[S:20](=[O:22])(=[O:21])[NH:19][C:18](=[O:23])[CH2:17]1)[C:2]1[CH:7]=[CH:6][CH:5]=[CH:4][CH:3]=1.CC1(C)C(C)(C)OB([C:32]2[C:36]3[CH:37]=[CH:38][CH:39]=[CH:40][C:35]=3[O:34][CH:33]=2)O1.C([O-])([O-])=O.[Cs+].[Cs+]>CN(C=O)C.CCOC(C)=O.C1C=CC([P]([Pd]([P](C2C=CC=CC=2)(C2C=CC=CC=2)C2C=CC=CC=2)([P](C2C=CC=CC=2)(C2C=CC=CC=2)C2C=CC=CC=2)[P](C2C=CC=CC=2)(C2C=CC=CC=2)C2C=CC=CC=2)(C2C=CC=CC=2)C2C=CC=CC=2)=CC=1>[O:34]1[C:33]2=[CH:32][CH:36]=[CH:37][C:38]2=[CH:39][C:40]([C:14]2[C:9]([O:8][CH2:1][C:2]3[CH:7]=[CH:6][CH:5]=[CH:4][CH:3]=3)=[C:10]([N:16]3[S:20](=[O:22])(=[O:21])[NH:19][C:18](=[O:23])[CH2:17]3)[CH:11]=[CH:12][CH:13]=2)=[CH:35]1 |f:2.3.4,^1:62,64,83,102|. Procedure: A mixture of 5-(2-benzyloxy-4-iodophenyl)-1,1-dioxo-1,2,5-thiadiazolidin-3-one (80 mg, 0.18 mmol), 3-(4,4,5,5-tetramethyl-[1,3,2]dioxaborolan-2-yl)-benzofuran (44 mg, 0.18 mmol), Cs2CO3 (235 mg, 0.72 mmol) and Pd(PPh3)4 (8 mg) in DMF (5 mL) is stirred at 80° C. for 7 h. The mixture is cooled to RT and is diluted with EtOAc, washed with water and bride and dried over magnesium sulfate. The solvent is removed under reduced pressure to give the title compound.